From a dataset of the Open Reaction Database (ORD), a public repository of structured organic reaction records. describe an organic reaction: reactants, conditions, products, and yield Reaction SMILES: [CH3:19][O:20][C:21]1=[CH:22][C:23](=[O:26])[NH:24][CH2:25]1.[CH3:27][S:28]([CH3:29])=[O:30].[CH:1](=[O:2])[c:3]1[nH:4][c:5]([CH2:8][CH2:9][CH2:10][CH2:11][CH2:12][CH2:13][CH2:14][CH2:15][CH2:16][CH2:17][CH3:18])[cH:6][cH:7]1>>[CH:1]([c:3]1[nH:4][c:5]([CH2:8][CH2:9][CH2:10][CH2:11][CH2:12][CH2:13][CH2:14][CH2:15][CH2:16][CH2:17][CH3:18])[cH:6][cH:7]1)=[C:25]1[C:21]([O:20][CH3:19])=[CH:22][C:23](=[O:26])[NH:24]1. The reactants are COC1=CC(=O)NC1, CS(C)=O, CCCCCCCCCCCc1ccc(C=O)[nH]1. The product is CCCCCCCCCCCc1ccc(C=C2NC(=O)C=C2OC)[nH]1.